From a dataset of the Open Reaction Database (ORD), a public repository of structured organic reaction records. describe an organic reaction: reactants, conditions, products, and yield Starting materials: Cc1cc(C)cc(C(=O)O)c1, NCc1ccc(F)cc1F. The reagents and catalysts are CCN=C=NCCCN(C)C.Cl (EDC-HCl), CCN(C(C)C)C(C)C (DIPEA), C1(=C(C(=C(C(=C1F)F)F)F)F)O (Pentafluorophenol). Run in CN(C)C=O (DMF), CN(C)C=O (DMF), CN(C)C=O (DMF), CN(C)C=O (DMF), CN(C)C=O (DMF), CN(C)C=O (DMF). Run at temperature 25 celsius, time 2 hour. Product: Cc1cc(C)cc(C(=O)NCc2ccc(F)cc2F)c1. The yield is 90.5%. As a reaction SMILES: NCc1ccc(F)cc1F.Cc1cc(C)cc(C(=O)O)c1.CCN=C=NCCCN(C)C.Cl.C1(=C(C(=C(C(=C1F)F)F)F)F)O.CCN(C(C)C)C(C)C.CN(C)C=O>>Cc1cc(C)cc(C(=O)NCc2ccc(F)cc2F)c1.